This data is from the Open Reaction Database (ORD), a public repository of structured organic reaction records. The task is: describe an organic reaction: reactants, conditions, products, and yield Starting materials: CCCC[Sn](CCCC)(CCCC)c1cscn1, CCOC(C)=O, [Cl-], CCc1cc(-c2cc(C(F)(F)F)nn2-c2ccc(S(C)(=O)=O)c(F)c2)ccc1OS(=O)(=O)C(F)(F)F, [Li+], C1COCCO1, c1ccc(P(c2ccccc2)(c2ccccc2)[Pd](P(c2ccccc2)(c2ccccc2)c2ccccc2)(P(c2ccccc2)(c2ccccc2)c2ccccc2)P(c2ccccc2)(c2ccccc2)c2ccccc2)cc1. The product is CCc1cc(-c2cc(C(F)(F)F)nn2-c2ccc(S(C)(=O)=O)c(F)c2)ccc1-c1cscn1. RXN SMILES: [CH2:37]([Sn:38]([CH2:39][CH2:40][CH2:41][CH3:47])([c:42]1[n:43][cH:44][s:45][cH:46]1)[CH2:48][CH2:49][CH2:50][CH3:51])[CH2:52][CH2:53][CH3:54].[CH3:63][CH2:64][O:65][C:66](=[O:67])[CH3:68].[Cl-:56].[F:1][C:2]([F:3])([F:4])[S:5]([O:6][c:7]1[c:8]([CH2:33][CH3:34])[cH:9][c:10](-[c:13]2[cH:14][c:15]([C:29]([F:30])([F:31])[F:32])[n:16][n:17]2-[c:18]2[cH:19][c:20]([F:28])[c:21]([S:24](=[O:25])(=[O:26])[CH3:27])[cH:22][cH:23]2)[cH:11][cH:12]1)(=[O:35])=[O:36].[Li+:55].[O:57]1[CH2:58][CH2:59][O:60][CH2:61][CH2:62]1.[cH:69]1[cH:70][cH:71][c:72]([P:73]([Pd:74]([P:75]([c:76]2[cH:77][cH:78][cH:79][cH:80][cH:81]2)([c:82]2[cH:83][cH:84][cH:85][cH:86][cH:87]2)[c:88]2[cH:89][cH:90][cH:91][cH:92][cH:93]2)([P:94]([c:95]2[cH:96][cH:97][cH:98][cH:99][cH:100]2)([c:101]2[cH:102][cH:103][cH:104][cH:105][cH:106]2)[c:107]2[cH:108][cH:109][cH:110][cH:111][cH:112]2)[P:113]([c:114]2[cH:115][cH:116][cH:117][cH:118][cH:119]2)([c:120]2[cH:121][cH:122][cH:123][cH:124][cH:125]2)[c:126]2[cH:127][cH:128][cH:129][cH:130][cH:131]2)([c:132]2[cH:133][cH:134][cH:135][cH:136][cH:137]2)[c:138]2[cH:139][cH:140][cH:141][cH:142][cH:143]2)[cH:144][cH:145]1>>[c:7]1(-[c:42]2[n:43][cH:44][s:45][cH:46]2)[c:8]([CH2:33][CH3:34])[cH:9][c:10](-[c:13]2[cH:14][c:15]([C:29]([F:30])([F:31])[F:32])[n:16][n:17]2-[c:18]2[cH:19][c:20]([F:28])[c:21]([S:24](=[O:25])(=[O:26])[CH3:27])[cH:22][cH:23]2)[cH:11][cH:12]1.